This data is from the Open Reaction Database (ORD), a public repository of structured organic reaction records. The task is: describe an organic reaction: reactants, conditions, products, and yield Reactants: CN(C)C=O, C[Si](C)(C)Cl, C#CCC(O)CCCC, c1c[nH]cn1. Product: C#CCC(CCCC)O[Si](C)(C)C. Reaction SMILES: [CH3:20][N:21]([CH3:22])[CH:23]=[O:24].[Cl:15][Si:16]([CH3:17])([CH3:18])[CH3:19].[OH:1][CH:2]([CH2:3][C:4]#[CH:5])[CH2:6][CH2:7][CH2:8][CH3:9].[nH:10]1[cH:11][cH:12][n:13][cH:14]1>>[O:1]([CH:2]([CH2:3][C:4]#[CH:5])[CH2:6][CH2:7][CH2:8][CH3:9])[Si:16]([CH3:17])([CH3:18])[CH3:19]. Starting materials: CC(C)=O, Nc1ccc(Br)cc1CO. Product: Nc1ccc(Br)cc1C=O. Reaction SMILES: [CH3:11][C:12](=[O:13])[CH3:14].[NH2:1][c:2]1[c:3]([CH2:9][OH:10])[cH:4][c:5]([Br:8])[cH:6][cH:7]1>>[NH2:1][c:2]1[c:3]([CH:9]=[O:10])[cH:4][c:5]([Br:8])[cH:6][cH:7]1. Starting materials: C1(CCCCC1)NC(NC=1SC=C(N1)C(C(=O)OCC)=O)=O (ethyl 2-(3-cyclohexylureido)thiazol-4-ylglyoxylate), N (ammonia), S1C(=S)N(C(=O)C1)CC(=O)O (rhodanine-3-acetic acid), [Cl-].[NH4+] (ammonium chloride). Solvent: C(C)O (ethanol). Yields the product C1(CCCCC1)NC(NC=1SC=C(N1)C(C(=O)OCC)=C1C(N(C(S1)=S)CC(=O)O)=O)=O (5-{-1-[2-(3-Cyclohexylureido)thiazol-4-yl]-1-ethoxycarbonylmethylene}rhodanine-3-acetic acid). RXN SMILES: [CH:1]1([NH:7][C:8](=[O:22])[NH:9][C:10]2[S:11][CH:12]=[C:13]([C:15](=O)[C:16]([O:18][CH2:19][CH3:20])=[O:17])[N:14]=2)[CH2:6][CH2:5][CH2:4][CH2:3][CH2:2]1.[S:23]1[CH2:29][C:27](=[O:28])[N:26]([CH2:30][C:31]([OH:33])=[O:32])[C:24]1=[S:25].[Cl-].[NH4+].N>C(O)C>[CH:1]1([NH:7][C:8](=[O:22])[NH:9][C:10]2[S:11][CH:12]=[C:13]([C:15](=[C:29]3[S:23][C:24](=[S:25])[N:26]([CH2:30][C:31]([OH:33])=[O:32])[C:27]3=[O:28])[C:16]([O:18][CH2:19][CH3:20])=[O:17])[N:14]=2)[CH2:6][CH2:5][CH2:4][CH2:3][CH2:2]1 |f:2.3|. Procedure details: Following a procedure similar to that described in Example 1, the desired compound was prepared using 1 g of ethyl 2-(3-cyclohexylureido)thiazol-4-ylglyoxylate, 0.58 g of rhodanine-3-acetic acid, 0.3 g of ammonium chloride, 0.3 ml of 28% v/v aqueous ammonia and 10 ml of ethanol. The resulting product was a yellow powder having the following physical properties. Starting materials: BrC=1C=CC(=C(C1)C(CO)(C)NC(CCl)=O)F ((RS)-N-[1-(5-bromo-2-fluoro-phenyl)-2-hydroxy-1-methyl-ethyl]-2-chloro-acetamide). Run in ClCCl (dichloromethane). Yields the product BrC=1C=CC(=C(C1)[C@](CO)(C)NC(CCl)=O)F ((S)-(−)-N-[1-(5-bromo-2-fluoro-phenyl)-2-hydroxy-1-methyl-ethyl]-2-chloro-acetamide), solid. The yield is 39.0%. Reaction SMILES: [Br:1][C:2]1[CH:3]=[CH:4][C:5]([F:17])=[C:6]([C:8]([NH:12][C:13](=[O:16])[CH2:14][Cl:15])([CH3:11])[CH2:9][OH:10])[CH:7]=1>ClCCl>[Br:1][C:2]1[CH:3]=[CH:4][C:5]([F:17])=[C:6]([C@@:8]([NH:12][C:13](=[O:16])[CH2:14][Cl:15])([CH3:11])[CH2:9][OH:10])[CH:7]=1. Procedure details: A solution of (RS)-N-[1-(5-bromo-2-fluoro-phenyl)-2-hydroxy-1-methyl-ethyl]-2-chloro-acetamide (2.7 g) in dichloromethane was divided in 100 mg aliquots which were separated on chiral HPLC (Reprosil Chiral NR 8 μm, 250×30 mm, Dr. Maisch GmbH) using a 85:15-mixture of heptane and isopropanol as the eluent. The first eluting enantiomer (retention time: 9.94 min), the (S)-(−)-N-[1-(5-bromo-2-fluoro-phenyl)-2-hydroxy-1-methyl-ethyl]-2-chloro-acetamide, was obtained as a light yellow waxy solid (1.05... Reactants: O=S(=O)(NCCN1CCCC1)c1ccc(Br)cc1, O=C([O-])[O-], Cc1cc(-c2cccc([N+](=O)[O-])c2)cc2nnc(N)nc12, [Cs+], [Cs+], O=C(C=Cc1ccccc1)C=Cc1ccccc1, O=C(C=Cc1ccccc1)C=Cc1ccccc1, O=C(C=Cc1ccccc1)C=Cc1ccccc1, [Pd], [Pd], CC1(C)c2cccc(P(c3ccccc3)c3ccccc3)c2Oc2c(P(c3ccccc3)c3ccccc3)cccc21. Yields the product Cc1cc(-c2cccc([N+](=O)[O-])c2)cc2nnc(Nc3ccc(S(=O)(=O)NCCN4CCCC4)cc3)nc12. RXN SMILES: [Br:22][c:23]1[cH:24][cH:25][c:26]([S:29](=[O:30])(=[O:31])[NH:32][CH2:33][CH2:34][N:35]2[CH2:36][CH2:37][CH2:38][CH2:39]2)[cH:27][cH:28]1.[C:40](=[O:41])([O-:42])[O-:43].[CH3:1][c:2]1[cH:3][c:4](-[c:13]2[cH:14][c:15]([N+:19](=[O:20])[O-:21])[cH:16][cH:17][cH:18]2)[cH:5][c:6]2[c:7]1[n:8][c:9]([NH2:12])[n:10][n:11]2.[Cs+:44].[Cs+:45].[O:108]=[C:109]([CH:110]=[CH:111][c:112]1[cH:113][cH:114][cH:115][cH:116][cH:117]1)[CH:118]=[CH:119][c:120]1[cH:121][cH:122][cH:123][cH:124][cH:125]1.[O:126]=[C:127]([CH:128]=[CH:129][c:130]1[cH:131][cH:132][cH:133][cH:134][cH:135]1)[CH:136]=[CH:137][c:138]1[cH:139][cH:140][cH:141][cH:142][cH:143]1.[O:90]=[C:91]([CH:92]=[CH:93][c:94]1[cH:95][cH:96][cH:97][cH:98][cH:99]1)[CH:100]=[CH:101][c:102]1[cH:103][cH:104][cH:105][cH:106][cH:107]1.[Pd:88].[Pd:89].[c:46]1([P:47]([c:48]2[cH:49][cH:50][cH:51][cH:52][cH:53]2)[c:54]2[c:55]3[c:79]([cH:80][cH:81][cH:82]2)[C:76]([CH3:77])([CH3:78])[c:58]2[c:57]([c:62]([P:63]([c:64]4[cH:65][cH:66][cH:67][cH:68][cH:69]4)[c:70]4[cH:71][cH:72][cH:73][cH:74][cH:75]4)[cH:61][cH:60][cH:59]2)[O:56]3)[cH:83][cH:84][cH:85][cH:86][cH:87]1>>[CH3:1][c:2]1[cH:3][c:4](-[c:13]2[cH:14][c:15]([N+:19](=[O:20])[O-:21])[cH:16][cH:17][cH:18]2)[cH:5][c:6]2[c:7]1[n:8][c:9]([NH:12][c:23]1[cH:24][cH:25][c:26]([S:29](=[O:30])(=[O:31])[NH:32][CH2:33][CH2:34][N:35]3[CH2:36][CH2:37][CH2:38][CH2:39]3)[cH:27][cH:28]1)[n:10][n:11]2. The reactants are COC(CC1=CC(=CC=C1)[N+](=O)[O-])=C(C#N)C#N (2-(1-methoxy-2-(3-nitrophenyl)ethylidene)malononitrile), NN (hydrazine). Run in CCO (EtOH). Yields the product [N+](=O)([O-])C=1C=C(CC2=NNC(=C2C#N)N)C=CC1 (3-(3-nitrobenzyl)-5-amino-1H-pyrazole-4-carbonitrile). Reaction SMILES: CO[C:3](=[C:14]([C:17]#[N:18])[C:15]#[N:16])[CH2:4][C:5]1[CH:10]=[CH:9][CH:8]=[C:7]([N+:11]([O-:13])=[O:12])[CH:6]=1.[NH2:19][NH2:20]>CCO>[N+:11]([C:7]1[CH:6]=[C:5]([CH:10]=[CH:9][CH:8]=1)[CH2:4][C:3]1[C:14]([C:15]#[N:16])=[C:17]([NH2:18])[NH:20][N:19]=1)([O-:13])=[O:12]. Reported procedure: The intermediate 2-(1-methoxy-2-(3-nitrophenyl)ethylidene)malononitrile (0.97 g, 4.0 mmol) was combined with hydrazine (0.3 mL, 6.0 mmol; Sigma-Aldrich) in 10 mL EtOH for 90 minutes at room temperature. Afterwards the reaction was concentrated in vacuo, suspended in brine, and extracted with chloroform (3×50 mL). The organic layer was dried over MgSO4, then filtered and concentrated in vacuo to afford 3-(3-nitrobenzyl)-5-amino-1H-pyrazole-4-carbonitrile (ESI-MS m/z [M+H]+ found 244.5, calculated...